The task is: describe an organic reaction: reactants, conditions, products, and yield. This data is from the Open Reaction Database (ORD), a public repository of structured organic reaction records. Procedure details: 60% Sodium hydride (310 mg, 7.6 mmol) was washed with hexane (5.0 mL), and the residue was suspended in N,N-dimethylformamide (20 mL). 2-tert-Butoxycarbonylamino-4-(tert-butyldimethylsilyloxymethyl)pyridine (Reference compound No. 5-1, 1.3 g, 3.7 mmol) was added dropwise to the suspension for 15 minutes under ice-cooling, and methyl iodide (2.4 mL, 39 mmol) was added thereto, and then the mixture was stirred overnight at room temperature. Water (70 mL) was added to the reaction suspension, and t... Product: C(C)(C)(C)OC(=O)N(C)C1=NC=CC(=C1)CO[Si](C)(C)C(C)(C)C (2-(N-tert-Butoxycarbonyl-N-methylamino)-4-(tert-butyldimethylsilyloxymethyl)pyridine). Reaction conditions: time 8 hour. The reactants are C(C)(C)(C)OC(=O)NC1=NC=CC(=C1)CO[Si](C)(C)C(C)(C)C (2-tert-Butoxycarbonylamino-4-(tert-butyldimethylsilyloxymethyl)pyridine), O (Water), [H-].[Na+] (Sodium hydride), CI (methyl iodide). Reaction SMILES: [H-].[Na+].[C:3]([O:7][C:8]([NH:10][C:11]1[CH:16]=[C:15]([CH2:17][O:18][Si:19]([C:22]([CH3:25])([CH3:24])[CH3:23])([CH3:21])[CH3:20])[CH:14]=[CH:13][N:12]=1)=[O:9])([CH3:6])([CH3:5])[CH3:4].[CH3:26]I.O>CCCCCC.CN(C)C=O>[C:3]([O:7][C:8]([N:10]([C:11]1[CH:16]=[C:15]([CH2:17][O:18][Si:19]([C:22]([CH3:25])([CH3:24])[CH3:23])([CH3:20])[CH3:21])[CH:14]=[CH:13][N:12]=1)[CH3:26])=[O:9])([CH3:6])([CH3:5])[CH3:4] |f:0.1|. The solvent is CCCCCC (hexane), CN(C=O)C (N,N-dimethylformamide).